This data is from the Open Reaction Database (ORD), a public repository of structured organic reaction records. The task is: describe an organic reaction: reactants, conditions, products, and yield Starting materials: CCOCC, O=C(Cc1ccccc1)NC(=S)Nc1ccc(Oc2cc(NC(=O)N3CCCC3)ncn2)c(F)c1, CN1CCC(N(C)C(=O)Nc2cc(Oc3ccc(N)cc3F)ccn2)CC1, C1CCOC1, O=C=NC(=O)Cc1ccccc1. Yields the product CN1CCC(N(C)C(=O)Nc2cc(Oc3ccc(NC(=O)NC(=O)Cc4ccccc4)cc3F)ccn2)CC1. As a reaction SMILES: [CH3:40][CH2:41][O:42][CH2:43][CH3:44].[F:50][c:51]1[cH:52][c:53]([NH:54][C:55]([NH:56][C:57](=[O:58])[CH2:59][c:60]2[cH:61][cH:62][cH:63][cH:64][cH:65]2)=[S:66])[cH:67][cH:68][c:69]1[O:70][c:71]1[n:72][cH:73][n:74][c:75]([NH:76][C:77]([N:78]2[CH2:79][CH2:80][CH2:81][CH2:82]2)=[O:83])[cH:84]1.[NH2:1][c:2]1[cH:3][c:4]([F:27])[c:5]([O:6][c:7]2[cH:8][c:9]([NH:13][C:14]([N:15]([CH:16]3[CH2:17][CH2:18][N:19]([CH3:22])[CH2:20][CH2:21]3)[CH3:23])=[O:24])[n:10][cH:11][cH:12]2)[cH:25][cH:26]1.[O:45]1[CH2:46][CH2:47][CH2:48][CH2:49]1.[c:28]1([CH2:34][C:35](=[O:36])[N:37]=[C:38]=[O:39])[cH:29][cH:30][cH:31][cH:32][cH:33]1>>[NH:1]([c:2]1[cH:3][c:4]([F:27])[c:5]([O:6][c:7]2[cH:8][c:9]([NH:13][C:14]([N:15]([CH:16]3[CH2:17][CH2:18][N:19]([CH3:22])[CH2:20][CH2:21]3)[CH3:23])=[O:24])[n:10][cH:11][cH:12]2)[cH:25][cH:26]1)[C:38]([NH:37][C:35]([CH2:34][c:28]1[cH:29][cH:30][cH:31][cH:32][cH:33]1)=[O:36])=[O:39]. The reactants are CC1=C(C(=NO1)C1=CC=CC=C1)C=1N=C2N(C=C(C=C2)N)C1 (2-(5-methyl-3-phenyl-isoxazol-4-yl)-imidazo[1,2-a]pyridin-6-ylamine), C(C1=CN=CC=C1)(=O)O (nicotinic acid). Product: CC1=C(C(=NO1)C1=CC=CC=C1)C=1N=C2N(C=C(C=C2)NC(C2=CN=CC=C2)=O)C1 (N-[2-(5-Methyl-3-phenyl-isoxazol-4-yl)-imidazo[1,2-a]pyridin-6-yl]-nicotinamide). Yield: 80.0%. RXN SMILES: [CH3:1][C:2]1[O:6][N:5]=[C:4]([C:7]2[CH:12]=[CH:11][CH:10]=[CH:9][CH:8]=2)[C:3]=1[C:13]1[N:14]=[C:15]2[CH:20]=[CH:19][C:18]([NH2:21])=[CH:17][N:16]2[CH:22]=1.[C:23](O)(=[O:30])[C:24]1[CH:29]=[CH:28][CH:27]=[N:26][CH:25]=1>>[CH3:1][C:2]1[O:6][N:5]=[C:4]([C:7]2[CH:8]=[CH:9][CH:10]=[CH:11][CH:12]=2)[C:3]=1[C:13]1[N:14]=[C:15]2[CH:20]=[CH:19][C:18]([NH:21][C:23](=[O:30])[C:24]3[CH:29]=[CH:28][CH:27]=[N:26][CH:25]=3)=[CH:17][N:16]2[CH:22]=1. Reported procedure: As described for Example 56, 2-(5-methyl-3-phenyl-isoxazol-4-yl)-imidazo[1,2-a]pyridin-6-ylamine (71 mg, 0.22 mmol) was converted, using nicotinic acid instead of cyclopropylacetic acid, to the title compound (63 mg, 80%) which was obtained as an off-white solid. MS: m/e=396.3 [M+H]+. The reactants are CO, O=C(OCc1ccccc1)N1CCC(Oc2ccccc2)C(O)C1. Yields the product OC1CNCCC1Oc1ccccc1. As a reaction SMILES: [CH3:25][OH:26].[OH:1][CH:2]1[CH2:3][N:4]([C:15]([O:16][CH2:17][c:18]2[cH:19][cH:20][cH:21][cH:22][cH:23]2)=[O:24])[CH2:5][CH2:6][CH:7]1[O:8][c:9]1[cH:10][cH:11][cH:12][cH:13][cH:14]1>>[OH:1][CH:2]1[CH2:3][NH:4][CH2:5][CH2:6][CH:7]1[O:8][c:9]1[cH:10][cH:11][cH:12][cH:13][cH:14]1. Reactants: P(=O)(Cl)(Cl)Cl (phosphorus oxychloride), CN1C2CCC1C(=CC2)C(=O)O (Anhydroecgonine), esters, CN1[C@H]2CC[C@@H]1[C@H]([C@H](C2)OC(=O)C=3C=CC=CC3)C(=O)OC (cocaine), CN1[C@H]2CC[C@@H]1[C@H]([C@H](C2)OC(=O)C=3C=CC=CC3)C(=O)OC (cocaine). Solvent: Cl (hydrochloric acid). The product is CN1[C@H]2CC[C@@H]1[C@H]([C@H](C2)O)C(=O)O (ecgonine). RXN SMILES: CN1C2C(C(O)=O)=CCC1CC2.[CH3:13][N:14]1[C@H:18]2[C@@H:19]([C:31]([O:33]C)=[O:32])[C@@H:20]([O:22]C(C3C=CC=CC=3)=O)[CH2:21][C@@H:15]1[CH2:16][CH2:17]2.P(Cl)(Cl)(Cl)=O>Cl>[CH3:13][N:14]1[C@H:18]2[C@@H:19]([C:31]([OH:33])=[O:32])[C@@H:20]([OH:22])[CH2:21][C@@H:15]1[CH2:16][CH2:17]2. Reported procedure: In later references Anhydroecgonine and esters thereof have been prepared by hydrolysis of cocaine in aqueous hydrochloric acid followed by dehydration with phosphorus oxychloride (J. Amer. Chem. Soc., 82 (1960), page 4643 and EP-A1-604 355 ). Although both the hydrolysis of cocaine and the dehydration of ecgonine produces high yields, it is a serious drawback to this method that the reaction mixture becomes syrupy during the dehydration step which makes stirring almost impossible. Using SOCl2 a... The reactants are COC(=O)C1CCC(NC(=O)C2(NC(=O)c3cnc4n3C(C)(Cc3ccc(C#N)cc3)C(=O)N4c3cc(Cl)cc(Cl)c3)CC2)C1, C1COCCO1, Cl. Yields the product CC1(Cc2ccc(C#N)cc2)C(=O)N(c2cc(Cl)cc(Cl)c2)c2ncc(C(=O)NC3(C(=O)NC4CCC(C(=O)O)C4)CC3)n21. Reaction SMILES: [C:8](#[N:9])[c:10]1[cH:11][cH:12][c:13]([CH2:14][C:15]2([CH3:50])[C:16](=[O:49])[N:17]([c:41]3[cH:42][c:43]([Cl:48])[cH:44][c:45]([Cl:47])[cH:46]3)[c:18]3[n:19]2[c:20]([C:23](=[O:24])[NH:25][C:26]2([C:29](=[O:30])[NH:31][CH:32]4[CH2:33][CH:34]([C:37](=[O:38])[O:39][CH3:40])[CH2:35][CH2:36]4)[CH2:27][CH2:28]2)[cH:21][n:22]3)[cH:51][cH:52]1.[CH2:2]1[O:3][CH2:4][CH2:5][O:6][CH2:7]1.[ClH:1]>>[C:8](#[N:9])[c:10]1[cH:11][cH:12][c:13]([CH2:14][C:15]2([CH3:50])[C:16](=[O:49])[N:17]([c:41]3[cH:42][c:43]([Cl:48])[cH:44][c:45]([Cl:47])[cH:46]3)[c:18]3[n:19]2[c:20]([C:23](=[O:24])[NH:25][C:26]2([C:29](=[O:30])[NH:31][CH:32]4[CH2:33][CH:34]([C:37](=[O:38])[OH:39])[CH2:35][CH2:36]4)[CH2:27][CH2:28]2)[cH:21][n:22]3)[cH:51][cH:52]1. Reactants: CN(S(=O)(=O)C1=CC=C(C=C1)C=1C=2CCN(CC2C2=C(C1)C(C(N2)=O)=O)C)C (N,N-dimethyl-4-(8-methyl-2,3-dioxo-2,3,6,7,8,9-hexahydro-1H-pyrrolo[3,2-h]isoquinolin-5-yl)-benzenesulfonamide), ON=C1C(NC2=C1C=C(C=1CCN(CC21)C)C2=CC=C(C=C2)S(=O)(=O)N(C)C)=O (4-(3-hydroxyimino-8-methyl-2-oxo-2,3,6,7,8,9-hexahydro-1H-pyrrolo[3,2-h]isoquinolin-5-yl)-N,N-dimethyl-benzenesulfonamide). Yields the product N1C(=O)C(=O)C2=CC=CC=C12 (isatin). Procedure: The reaction mixture (i.e. N,N-dimethyl-4-(8-methyl-2,3-dioxo-2,3,6,7,8,9-hexahydro-1H-pyrrolo[3,2-h]isoquinolin-5-yl)-benzenesulfonamide and 4-(3-hydroxyimino-8-methyl-2-oxo-2,3,6,7,8,9-hexahydro-1H-pyrrolo[3,2-h]isoquinolin-5-yl)-N,N-dimethyl-benzenesulfonamide) was poured onto H2O (3.5 L), heated to reflux and then filtered warm to remove celite. The celite was washed with boiling water (750 mL), and the combined aqueous fractions allowed cooling slowly overnight for precipitation. The precip... Yield: 67.0%. RXN SMILES: CN(C)S(C1C=CC([C:12]2[C:13]3CCN(C)C[C:18]=3[C:19]3[NH:24][C:23](=[O:25])[C:22](=[O:26])[C:20]=3[CH:21]=2)=CC=1)(=O)=O.ON=C1C2C=C(C3C=CC(S(N(C)C)(=O)=O)=CC=3)C3CCN(C)CC=3C=2NC1=O>>[NH:24]1[C:19]2[C:20](=[CH:21][CH:12]=[CH:13][CH:18]=2)[C:22](=[O:26])[C:23]1=[O:25]. The reactants are NCCCP(OCC)(=O)C(CCC)(F)F (ethyl 3-aminopropyl(1,1-difluorobutyl)phosphinate), Cl (hydrochloric acid). Run at temperature 80 celsius, time 8 hour. The product is Cl.NCCCP(O)(=O)C(CCC)(F)F (3-aminopropyl(1,1-difluorobutyl)phosphinic acid hydrochloride). RXN SMILES: [NH2:1][CH2:2][CH2:3][CH2:4][P:5]([C:10]([F:15])([F:14])[CH2:11][CH2:12][CH3:13])(=[O:9])[O:6]CC.[ClH:16]>>[ClH:16].[NH2:1][CH2:2][CH2:3][CH2:4][P:5]([C:10]([F:15])([F:14])[CH2:11][CH2:12][CH3:13])(=[O:6])[OH:9] |f:2.3|. Procedure details: A mixture of 1.4 g (5.8 mMol) of ethyl 3-aminopropyl(1,1-difluorobutyl)phosphinate and 15 ml of 12M hydrochloric acid is stirred for 8 hours at 80° C. The reaction mixture is evaporated to dryness and the residue is recrystallized from ethanol/ether giving 3-aminopropyl(1,1-difluorobutyl)phosphinic acid hydrochloride, m.p. 149°-151° C. Reactants: C(CCCCCCCCCCCCCCCCC)(=O)O (stearic acid), O.C(C)(=O)[O-].[Cu+2].C(C)(=O)[O-] (copper acetate-monohydrate), C(CCCCCCCCCCCCCCCCC)(=O)O (stearic acid). Run at time 3 hour. Reaction SMILES: [C:1]([OH:20])(=[O:19])[CH2:2][CH2:3][CH2:4][CH2:5][CH2:6][CH2:7][CH2:8][CH2:9][CH2:10][CH2:11][CH2:12][CH2:13][CH2:14][CH2:15][CH2:16][CH2:17][CH3:18].O.C([O-])(=O)C.[Cu+2:26].C([O-])(=O)C>C(O)C>[C:1]([O-:20])(=[O:19])[CH2:2][CH2:3][CH2:4][CH2:5][CH2:6][CH2:7][CH2:8][CH2:9][CH2:10][CH2:11][CH2:12][CH2:13][CH2:14][CH2:15][CH2:16][CH2:17][CH3:18].[Cu+2:26].[C:1]([O-:20])(=[O:19])[CH2:2][CH2:3][CH2:4][CH2:5][CH2:6][CH2:7][CH2:8][CH2:9][CH2:10][CH2:11][CH2:12][CH2:13][CH2:14][CH2:15][CH2:16][CH2:17][CH3:18] |f:1.2.3.4,6.7.8|. The solvent is C(C)O (ethanol), C(C)O (ethanol). Yields the product C(CCCCCCCCCCCCCCCCC)(=O)[O-].[Cu+2].C(CCCCCCCCCCCCCCCCC)(=O)[O-] (copper stearate). Reported procedure: 14.2 g of stearic acid was added to 200 ml of an ethanol solution and sufficiently stirred at 60° C. until the stearic acid was completely dissolved. 5.0 g of copper acetate-monohydrate was dissolved in 200 ml of ethanol solution. Then, the two solutions were mixed and stirred for 3 hours. White powder on the surface of the result was collected and washed three times each with distilled water and with methanol to obtain copper stearate. An anode active material was prepared as in Example 1, exce... Reactants: N (NH3), (NH4)2SO3, (NH4)HSO3, ammonium salt, C1=CC=C2C(=C1)C=CC(=C2S(=O)(=O)O)O (oxy-Tobias acid). Product: ammonium salt, NC1=C(C2=CC=CC=C2C=C1)S(=O)(=O)O (2-amino-1-naphthalenesulfonic acid). RXN SMILES: [CH:1]1[CH:6]=[C:5]2[CH:7]=[CH:8][C:9](O)=[C:10]([S:11]([OH:14])(=[O:13])=[O:12])[C:4]2=[CH:3][CH:2]=1.[NH3:16]>>[NH2:16][C:9]1[CH:8]=[CH:7][C:5]2[C:4](=[CH:3][CH:2]=[CH:1][CH:6]=2)[C:10]=1[S:11]([OH:14])(=[O:13])=[O:12]. Reported procedure: treating the resultant aqueous solution of the ammonium salt of oxy-Tobias acid, without increasing the concentration beforehand, with NH3 and concentrated (NH4)2SO3 or (NH4)HSO3 solution in the temperature range from 120° to 150° C. and at a pressure of 10 to 20 bar for 4 to 12 hours until the pH value is 9 to 12, to give the ammonium salt of 2-amino-1-naphthalenesulfonic acid (Tobias acid), and, after stripping off NH3 and removal of 2-naphthylamine by extraction with an aromatic hydrocarbon,